From a dataset of the Open Reaction Database (ORD), a public repository of structured organic reaction records. describe an organic reaction: reactants, conditions, products, and yield Reactants: CCOC(=O)/N=N/C(=O)OCC (diethylazodicarboxylate), C(C)(C)(C)OC(=O)N1CC2=CC=CC(=C2CC1)O (2-t-butoxycarbonyl-5-hydroxy-1,2,3,4-tetrahydroisoquinoline), C1(=CC=CC=C1)P(C1=CC=CC=C1)C1=CC=CC=C1 (triphenylphosphine), C(C)O (ethanol). Run in O1CCCC1 (tetrahydrofuran), CO (MeOH), ClCCl (dichloromethane). Product: C(C)(C)(C)OC(=O)N1CC2=CC=CC(=C2CC1)OCC (2-t-butoxycarbonyl-5-ethoxy-1,2,3,4-tetrahydroisoquinoline). RXN SMILES: [C:1]([O:5][C:6]([N:8]1[CH2:17][CH2:16][C:15]2[C:10](=[CH:11][CH:12]=[CH:13][C:14]=2[OH:18])[CH2:9]1)=[O:7])([CH3:4])([CH3:3])[CH3:2].[C:19]1(P(C2C=CC=CC=2)C2C=CC=CC=2)C=CC=C[CH:20]=1.C(O)C.CCOC(/N=N/C(OCC)=O)=O>O1CCCC1.ClCCl.CO>[C:1]([O:5][C:6]([N:8]1[CH2:17][CH2:16][C:15]2[C:10](=[CH:11][CH:12]=[CH:13][C:14]=2[O:18][CH2:19][CH3:20])[CH2:9]1)=[O:7])([CH3:4])([CH3:2])[CH3:3]. Procedure details: 2.1 g (8.43 mmol) of 2-t-butoxycarbonyl-5-hydroxy-1,2,3,4-tetrahydroisoquinoline (Example 7), 2.77 g (10.5 mmol) triphenylphosphine and 0.75 mL (12.6 mmol) ethanol were dissolved in dry tetrahydrofuran and 1.63 mL (10.5 mmol) diethylazodicarboxylate was added dropwise. After completion of the reaction (tlc, 1% MeOH), the mixture was diluted with dichloromethane, washed with aqueous sodium bicarbonate and with aqueous sodium chloride, evaporated to dryness and purified by silicagel chromathograph... Starting materials: C(C)(=O)OCC1=C(N2C(C(C2SC1)NC(CC=1SC(SC1)=O)=O)=O)C(=O)O (3-acetoxymethyl-2-carboxy-8-oxo-7-[(1,3-dithiol-2-on-4-yl)-acetamido]-5-thia-1-aza-bicyclo-[4.2.0]-oct-2-ene), C([O-])(O)=O.[Na+] (sodium bicarbonate), C(C)(=O)NC1N=NC(S1)=S (5-acetylamino-2-thioxo-1,3,4-thiadiazoline), [S-]C#N.[K+] (potassium thiocyanate). The solvent is O (water), O (water). Conditions: temperature 60 celsius. Product: C(C)(=O)NC1=NN=C(S1)SCC1=C(N2C(C(C2SC1)NC(CC=1SC(SC1)=O)=O)=O)C(=O)O (3-[(5-acetylamino-1,3,4-thiadiazol-2-yl)-thiomethyl]-2-carboxy-8-oxo-7-[(1,3-dithiol-2-on-4-yl)-acetamido]-5-thia-1-aza-bicyclo[4.2.0]oct-2-ene). The yield is 17.7%. As a reaction SMILES: C(O[CH2:5][C:6]1[CH2:13][S:12][CH:11]2[N:8]([C:9](=[O:24])[CH:10]2[NH:14][C:15](=[O:23])[CH2:16][C:17]2[S:18][C:19](=[O:22])[S:20][CH:21]=2)[C:7]=1[C:25]([OH:27])=[O:26])(=O)C.C(=O)(O)[O-].[Na+].[C:33]([NH:36][CH:37]1[S:41][C:40](=[S:42])[N:39]=[N:38]1)(=[O:35])[CH3:34].[S-]C#N.[K+]>O>[C:33]([NH:36][C:37]1[S:41][C:40]([S:42][CH2:5][C:6]2[CH2:13][S:12][CH:11]3[N:8]([C:9](=[O:24])[CH:10]3[NH:14][C:15](=[O:23])[CH2:16][C:17]3[S:18][C:19](=[O:22])[S:20][CH:21]=3)[C:7]=2[C:25]([OH:27])=[O:26])=[N:39][N:38]=1)(=[O:35])[CH3:34] |f:1.2,4.5|. Procedure details: A mixture of 3-acetoxymethyl-2-carboxy-8-oxo-7-[(1,3-dithiol-2-on-4-yl)-acetamido]-5-thia-1-aza-bicyclo-[4.2.0]-oct-2-ene (12.9 g.) in water (50 cc.), sodium bicarbonate (5.52 g.) and 5-acetylamino-2-thioxo-1,3,4-thiadiazoline (6.3 g.) and potassium thiocyanate (58 g.) is heated to 60° C. for 10 hours. The mixture is allowed to cool and diluted with 1 liter of water. A slight amount of insoluble matter is filtered off on "Supercel" and the filtrate is washed with ethyl acetate (250 cc.), which i... Reactants: Cc1cc(-c2nc(-c3cc(C)c(O)c(C)c3)no2)cc(N(C)C(C)C)n1, OCC(O)CCl. Product: Cc1cc(-c2nc(-c3cc(C)c(OCC(O)CO)c(C)c3)no2)cc(N(C)C(C)C)n1. RXN SMILES: [CH:1]([CH3:2])([CH3:3])[N:4]([c:5]1[n:6][c:7]([CH3:25])[cH:8][c:9](-[c:11]2[n:12][c:13](-[c:16]3[cH:17][c:18]([CH3:24])[c:19]([OH:23])[c:20]([CH3:22])[cH:21]3)[n:14][o:15]2)[cH:10]1)[CH3:26].[Cl:27][CH2:28][CH:29]([CH2:30][OH:31])[OH:32]>>[CH:1]([CH3:2])([CH3:3])[N:4]([c:5]1[n:6][c:7]([CH3:25])[cH:8][c:9](-[c:11]2[n:12][c:13](-[c:16]3[cH:17][c:18]([CH3:24])[c:19]([O:23][CH2:28][CH:29]([CH2:30][OH:31])[OH:32])[c:20]([CH3:22])[cH:21]3)[n:14][o:15]2)[cH:10]1)[CH3:26]. Reactants: CN(C)C1CCc2oc3ccc(C(=O)Cl)cc3c2C1, NC1CC1. Yields the product CN(C)C1CCc2oc3ccc(C(=O)NC4CC4)cc3c2C1. RXN SMILES: [CH3:1][N:2]([CH:3]1[CH2:4][c:5]2[c:6]([o:7][c:8]3[c:9]2[cH:10][c:11]([C:14](=[O:15])[Cl:16])[cH:12][cH:13]3)[CH2:17][CH2:18]1)[CH3:19].[CH:20]1([NH2:23])[CH2:21][CH2:22]1>>[CH3:1][N:2]([CH:3]1[CH2:4][c:5]2[c:6]([o:7][c:8]3[c:9]2[cH:10][c:11]([C:14](=[O:15])[NH:23][CH:20]2[CH2:21][CH2:22]2)[cH:12][cH:13]3)[CH2:17][CH2:18]1)[CH3:19]. Reactants: Cl.Cl.FC1=CC=C(C=C1)C1(OCCO1)CCCN(C)CCN1CCC(CC1)OC1=C(C=CC=C1)F (1-{2-{N-{3-[(4-fluorophenyl)-1,3-dioxolan-2-yl]propyl}-N-methylamino}ethyl}-4-(2-fluorophenoxy)piperidine dihydrochloride), Cl (HCl), C1(=C(C(=C(C(=C1F)F)F)N)F)N.Cl.Cl (dihydrochloride), C([O-])(O)=O.[Na+] (sodium bicarbonate). Run in CO (methanol). Yields the product Cl.Cl.FC1=CC=C(C=C1)C(CCCN(C)CCN1CCC(CC1)OC1=C(C=CC=C1)F)=O (1-{2-{N-[4-(4-Fluorophenyl)-4-oxobutyl]-N-methylamino}ethyl}-4-(2-fluorophenoxy)piperidine dihydrochloride). Isolated yield 0.1%. RXN SMILES: [ClH:1].Cl.[F:3][C:4]1[CH:9]=[CH:8][C:7]([C:10]2([CH2:15][CH2:16][CH2:17][N:18]([CH2:20][CH2:21][N:22]3[CH2:27][CH2:26][CH:25]([O:28][C:29]4[CH:34]=[CH:33][CH:32]=[CH:31][C:30]=4[F:35])[CH2:24][CH2:23]3)[CH3:19])OCC[O:11]2)=[CH:6][CH:5]=1.Cl.C(=O)(O)[O-].[Na+].C1(N)C(F)=C(F)C(F)=C(N)C=1F.Cl.Cl>CO>[ClH:1].[ClH:1].[F:3][C:4]1[CH:9]=[CH:8][C:7]([C:10](=[O:11])[CH2:15][CH2:16][CH2:17][N:18]([CH2:20][CH2:21][N:22]2[CH2:23][CH2:24][CH:25]([O:28][C:29]3[CH:34]=[CH:33][CH:32]=[CH:31][C:30]=3[F:35])[CH2:26][CH2:27]2)[CH3:19])=[CH:6][CH:5]=1 |f:0.1.2,4.5,6.7.8,10.11.12|. Reported procedure: A solution of 17.8 g (33.4 mol) of 1-{2-{N-{3-[(4-fluorophenyl)-1,3-dioxolan-2-yl]propyl}-N-methylamino}ethyl}-4-(2-fluorophenoxy)piperidine dihydrochloride, 260 ml methanol and 110 ml 3N HCl was heated at reflux for 3 hours under nitrogen and cooled to room temperature. The solution was neutralized with saturated sodium bicarbonate and the methanol evaporated. The residue was made basic with sodium carbonate, extracted twice with ether, washed with saturated sodium chloride and dried over potas... Starting materials: Cc1ccccc1, CC(C)C(C=O)c1ccc(Cl)cc1, [K+], O=[Mn](=O)(=O)[O-], O=S(=O)(O)O. The product is CC(C)C(C(=O)O)c1ccc(Cl)cc1. As a reaction SMILES: [CH3:25][c:26]1[cH:27][cH:28][cH:29][cH:30][cH:31]1.[Cl:1][c:2]1[cH:3][cH:4][c:5]([CH:8]([CH:9]=[O:10])[CH:11]([CH3:12])[CH3:13])[cH:6][cH:7]1.[K+:24].[Mn:19]([O-:20])(=[O:21])(=[O:22])=[O:23].[S:14]([OH:15])(=[O:16])(=[O:17])[OH:18]>>[Cl:1][c:2]1[cH:3][cH:4][c:5]([CH:8]([C:9]([OH:10])=[O:15])[CH:11]([CH3:12])[CH3:13])[cH:6][cH:7]1. Reactants: ClC=1C=C(C=CC1)N1N=C(C=C1C1=CC(=CC=C1)C#N)C(=O)OCC (Ethyl 1-(3-chlorophenyl)-5-(3-cyanophenyl)-1H-pyrazole-3-carboxylate), [OH-].[K+] (potassium hydroxide). Yields the product ClC=1C=C(C=CC1)N1N=C(C=C1C1=CC(=CC=C1)C#N)C(=O)O (1-(3-Chlorophenyl)-5-(3-cyanophenyl)-1H-pyrazole-3-carboxylic acid). The yield is 94.0%. RXN SMILES: [Cl:1][C:2]1[CH:3]=[C:4]([N:8]2[C:12]([C:13]3[CH:18]=[CH:17][CH:16]=[C:15]([C:19]#[N:20])[CH:14]=3)=[CH:11][C:10]([C:21]([O:23]CC)=[O:22])=[N:9]2)[CH:5]=[CH:6][CH:7]=1.[OH-].[K+]>>[Cl:1][C:2]1[CH:3]=[C:4]([N:8]2[C:12]([C:13]3[CH:18]=[CH:17][CH:16]=[C:15]([C:19]#[N:20])[CH:14]=3)=[CH:11][C:10]([C:21]([OH:23])=[O:22])=[N:9]2)[CH:5]=[CH:6][CH:7]=1 |f:1.2|. Procedure: Starting from 2.75 g (7.82 mmol) of ethyl 1-(3-chlorophenyl)-5-(3-cyanophenyl)-1H-pyrazole-3-carboxylate from example 16A and 4.39 g (78.2 mmol) of potassium hydroxide, 2.37 mg (7.3 mmol, 94% yield of theory) are obtained as crystals according to the method described in example 7A. Reactants: [OH-].[Na+] (sodium hydroxide), N1C(=NC=C1)C=O (imidazole-2-carboxaldehyde), FC(C(=O)O)(F)F (trifluoroacetic acid), C(C1=CC=CC=C1)Br (benzyl bromide), [H-].[Na+] (sodium hydride), C(#N)[BH3-].[Na+] (sodium cyanoborohydride). Reagents/catalysts: [Cl-].[Zn+2].[Cl-] (zinc chloride). The solvent is CN(C=O)C (N,N-dimethylformamide), CO (methanol), CO (methanol). Product: C(C1=CC=CC=C1)OC1=CC=C2CCCN(C2=C1)CC=1NC=CN1 (7-Benzyloxy-1-(1H-imidazol-2-ylmethyl)-1,2,3,4-tetrahydro-quinoline). RXN SMILES: [OH-].[Na+].[CH2:3](Br)[C:4]1[CH:9]=[CH:8][CH:7]=[CH:6][CH:5]=1.[H-].[Na+].F[C:14](F)(F)[C:15]([OH:17])=O.[NH:20]1[CH:24]=[CH:23][N:22]=[C:21]1[CH:25]=O.[C:27]([BH3-])#[N:28].[Na+]>CO.CN(C)C=O.[Cl-].[Zn+2].[Cl-]>[CH2:3]([O:17][C:15]1[CH:14]=[C:27]2[C:5]([CH2:6][CH2:7][CH2:8][N:28]2[CH2:25][C:21]2[NH:22][CH:23]=[CH:24][N:20]=2)=[CH:4][CH:3]=1)[C:4]1[CH:9]=[CH:8][CH:7]=[CH:6][CH:5]=1 |f:0.1,3.4,7.8,11.12.13|. Reported procedure: Analogously to Example 37, the above compound was obtained from 1,2,3,4-tetrahydro-quinolin-7-ol, di-tert-butyldicarbonate and triethylamine in dichloromethane, then treatment with sodium hydroxide in methanol, then treatment with benzyl bromide and sodium hydride in N,N-dimethylformamide, then treatment with trifluoroacetic acid, then treatment with imidazole-2-carboxaldehyde, zinc chloride and sodium cyanoborohydride in methanol. MS (ISP): 320.0 ([M+H]+). Reactants: SC=1SC(=NN1)S (2,5-Dimercapto-1,3,4-thiadiazole), C(C)(C)O (isopropanol), epoxide, C(C1CO1)OCCCCCCCCCCCC (dodecyl glycidyl ether). Run at temperature 80 celsius. The product is C(CCCCCCCCCCC)ON1C(SC=N1)SCC(C)O (3-dodecyloxy-2-hydroxypropylthio-1,3,4-thiadiazole). RXN SMILES: S[C:2]1[S:3][C:4]([SH:7])=[N:5][N:6]=1.C([O:12][CH2:13][CH2:14][CH2:15][CH2:16][CH2:17][CH2:18][CH2:19][CH2:20][CH2:21][CH2:22][CH2:23][CH3:24])C1OC1.[CH:25]([OH:28])([CH3:27])[CH3:26]>>[CH2:13]([O:12][N:5]1[N:6]=[CH:2][S:3][CH:4]1[S:7][CH2:26][CH:25]([OH:28])[CH3:27])[CH2:14][CH2:15][CH2:16][CH2:17][CH2:18][CH2:19][CH2:20][CH2:21][CH2:22][CH2:23][CH3:24]. Procedure details: 2,5-Dimercapto-1,3,4-thiadiazole(79.9 grams, 0.53 moles) was charged into a reaction flask followed by isopropanol solvent, 200 ml. The epoxide, dodecyl glycidyl ether (272.4 grams, 1.06 moles) was added slowly to the reactor with stirring. The reaction mixture was heated at about 80° C. for 0.5 hours. At this time the solvent was stripped by using a rotary evaporator at approximately 20 mm Hg and 100° C. The product was a low melting solid characterized by the infrared absorption bands at 3400,...